This data is from the Open Reaction Database (ORD), a public repository of structured organic reaction records. The task is: describe an organic reaction: reactants, conditions, products, and yield Starting materials: Fc1cccc2c1C1(c3ccc(OCc4ccccc4)cc3)CCCCC=C1O2, CCOC(C)=O, CCO. Yields the product Oc1ccc(C23CCCCC=C2Oc2cccc(F)c23)cc1. RXN SMILES: [CH2:1]([c:2]1[cH:3][cH:4][cH:5][cH:6][cH:7]1)[O:8][c:9]1[cH:10][cH:11][c:12]([C:15]23[c:16]4[c:17]([cH:25][cH:26][cH:27][c:28]4[F:29])[O:18][C:19]2=[CH:20][CH2:21][CH2:22][CH2:23][CH2:24]3)[cH:13][cH:14]1.[CH3:30][CH2:31][O:32][C:33](=[O:34])[CH3:35].[CH3:36][CH2:37][OH:38]>>[OH:8][c:9]1[cH:10][cH:11][c:12]([C:15]23[c:16]4[c:17]([cH:25][cH:26][cH:27][c:28]4[F:29])[O:18][C:19]2=[CH:20][CH2:21][CH2:22][CH2:23][CH2:24]3)[cH:13][cH:14]1. The reactants are C(\C=C\CCCCCCC)(=O)O (trans-2-decenoic acid), C(C)N(CCCN)CC (N,N-diethylpropane-1,3-diamine). Yields the product C(C)N(CCCNC(\C=C\CCCCCCC)=O)CC ((E)-N-3-(diethylamino)propyl dec-2-enamide). Reaction SMILES: [C:1]([OH:12])(=O)/[CH:2]=[CH:3]/[CH2:4][CH2:5][CH2:6][CH2:7][CH2:8][CH2:9][CH3:10].[CH2:13]([N:15]([CH2:20][CH3:21])[CH2:16][CH2:17][CH2:18][NH2:19])[CH3:14]>>[CH2:13]([N:15]([CH2:20][CH3:21])[CH2:16][CH2:17][CH2:18][NH:19][C:1](=[O:12])/[CH:2]=[CH:3]/[CH2:4][CH2:5][CH2:6][CH2:7][CH2:8][CH2:9][CH3:10])[CH3:14]. Procedure details: The same operation as in Example 1-1 or 1-2 was carried out using trans-2-decenoic acid and N,N-diethylpropane-1,3-diamine as starting materials to give the aimed compound. The reactants are CN, O=[N+]([O-])c1ccc(S(=O)(=O)Cl)cc1, C1CCOC1, O. Product: CNS(=O)(=O)c1ccc([N+](=O)[O-])cc1. Reaction SMILES: [CH3:1][NH2:2].[N+:3](=[O:4])([O-:5])[c:6]1[cH:7][cH:8][c:9]([S:12](=[O:13])(=[O:14])[Cl:15])[cH:10][cH:11]1.[O:17]1[CH2:18][CH2:19][CH2:20][CH2:21]1.[OH2:16]>>[CH3:1][NH:2][S:12]([c:9]1[cH:8][cH:7][c:6]([N+:3](=[O:4])[O-:5])[cH:11][cH:10]1)(=[O:13])=[O:14].